Dataset: the Open Reaction Database (ORD), a public repository of structured organic reaction records. Task: describe an organic reaction: reactants, conditions, products, and yield The reactants are O=Cc1ccc(Br)c([N+](=O)[O-])c1, CN(C)C=O, [Na+], [Na+], O=C([O-])[O-], O, OB(O)c1ccccc1. Product: O=Cc1ccc(-c2ccccc2)c([N+](=O)[O-])c1. Reaction SMILES: [Br:1][c:2]1[c:3]([N+:10](=[O:11])[O-:12])[cH:4][c:5]([CH:6]=[O:7])[cH:8][cH:9]1.[CH3:29][N:30]([CH3:31])[CH:32]=[O:33].[Na+:22].[Na+:23].[O-:24][C:25](=[O:26])[O-:27].[OH2:28].[OH:13][B:14]([OH:15])[c:16]1[cH:17][cH:18][cH:19][cH:20][cH:21]1>>[c:2]1(-[c:16]2[cH:17][cH:18][cH:19][cH:20][cH:21]2)[c:3]([N+:10](=[O:11])[O-:12])[cH:4][c:5]([CH:6]=[O:7])[cH:8][cH:9]1. The reactants are Clc1nccc2ccc(Br)cc12, ClCCl, O=C(OO)c1cccc(Cl)c1. Yields the product [O-][n+]1ccc2ccc(Br)cc2c1Cl. As a reaction SMILES: [Br:1][c:2]1[cH:3][cH:4][c:5]2[cH:6][cH:7][n:8][c:9]([Cl:12])[c:10]2[cH:11]1.[Cl:24][CH2:25][Cl:26].[OH:13][O:14][C:15]([c:16]1[cH:17][c:18]([Cl:19])[cH:20][cH:21][cH:22]1)=[O:23]>>[Br:1][c:2]1[cH:3][cH:4][c:5]2[cH:6][cH:7][n+:8]([O-:13])[c:9]([Cl:12])[c:10]2[cH:11]1. Reactants: CC(C)N1CCC(NS(=O)(=O)CC(N)CO)CC1, O=C(O)c1ccc(Cl)s1. Yields the product CC(C)N1CCC(NS(=O)(=O)CC(CO)NC(=O)c2ccc(Cl)s2)CC1. Reaction SMILES: [CH:10]([CH3:11])([CH3:12])[N:13]1[CH2:14][CH2:15][CH:16]([NH:19][S:20](=[O:21])(=[O:22])[CH2:23][CH:24]([CH2:25][OH:26])[NH2:27])[CH2:17][CH2:18]1.[Cl:1][c:2]1[cH:3][cH:4][c:5]([C:7](=[O:8])[OH:9])[s:6]1>>[Cl:1][c:2]1[cH:3][cH:4][c:5]([C:7](=[O:9])[NH:27][CH:24]([CH2:23][S:20]([NH:19][CH:16]2[CH2:15][CH2:14][N:13]([CH:10]([CH3:11])[CH3:12])[CH2:18][CH2:17]2)(=[O:21])=[O:22])[CH2:25][OH:26])[s:6]1. Reactants: CC#N (MeCN), CC(C(=O)OC(C)(C)C)(CC(=O)O[C@@H]1C([C@@H]2CC[C@]3([C@@]4(CC[C@@]5(C([C@H]4CC[C@@H]3[C@]2(CC1)C)=C(C(C5)=O)C(C)C)\C=C\C(NC5=NC=CC=C5)=O)C)C)(C)C)C (1-tert-butyl 4-((3aS,5aR,5bR,7aR,9S,11aR,11bR,13aS)-1-isopropyl-5a,5b,8,8,11a-pentamethyl-2-oxo-3a-((E)-3-oxo-3-(pyridin-2-ylamino)prop-1-en-1-yl)-3,3a,4,5,5a,5b,6,7,7a,8,9,10,11,11a,11b,12,13,13a-octadecahydro-2H-cyclopenta[a]chrysen-9-yl) 2,2-dimethylsuccinate), C(=O)(C(F)(F)F)O (TFA), ClCCl (dichloromethane). Reaction conditions: time 2 hour. The product is C(=O)(C(F)(F)F)O.O (TFA H2O), ClC=1C=CC(=NC1)NC(/C=C/[C@]12C([C@H]3CC[C@@H]4[C@]5(CC[C@@H](C([C@@H]5CC[C@]4([C@@]3(CC1)C)C)(C)C)OC(CC(C(=O)O)(C)C)=O)C)=C(C(C2)=O)C(C)C)=O (4-(((3aS,5aR,5bR,7aR,9S,11aR,11bR,13aS)-3a-((E)-3-((5-Chloropyridin-2-yl)amino)-3-oxoprop-1-en-1-yl)-1-isopropyl-5a,5b,8,8,11a-pentamethyl-2-oxo-3,3a,4,5,5a,5b,6,7,7a,8,9,10,11,11a,11b,12,13,13a-octadecahydro-2H-cyclopenta[a]chrysen-9-yl)oxy)-2,2-dimethyl-4-oxobutanoic acid), FC(C(=O)O)(F)F (trifluoroacetic acid). Yield: 30.0%. RXN SMILES: [CH3:1][C:2]([CH3:55])([CH2:10][C:11]([O:13][C@H:14]1[CH2:31][CH2:30][C@@:29]2([CH3:32])[C@@H:16]([CH2:17][CH2:18][C@:19]3([CH3:52])[C@@H:28]2[CH2:27][CH2:26][C@H:25]2[C@@:20]3([CH3:51])[CH2:21][CH2:22][C@@:23]3(/[CH:40]=[CH:41]/[C:42](=[O:50])[NH:43][C:44]4[CH:49]=[CH:48][CH:47]=[CH:46][N:45]=4)[CH2:35][C:34](=[O:36])[C:33]([CH:37]([CH3:39])[CH3:38])=[C:24]32)[C:15]1([CH3:54])[CH3:53])=[O:12])[C:3]([O:5]C(C)(C)C)=[O:4].[C:56]([OH:62])([C:58]([F:61])([F:60])[F:59])=[O:57].CC#N.[Cl:66]CCl>>[C:56]([OH:62])([C:58]([F:61])([F:60])[F:59])=[O:57].[OH2:4].[Cl:66][C:47]1[CH:48]=[CH:49][C:44]([NH:43][C:42](=[O:50])/[CH:41]=[CH:40]/[C@:23]23[CH2:35][C:34](=[O:36])[C:33]([CH:37]([CH3:38])[CH3:39])=[C:24]2[C@@H:25]2[C@@:20]([CH3:51])([CH2:21][CH2:22]3)[C@@:19]3([CH3:52])[C@@H:28]([C@:29]4([CH3:32])[C@@H:16]([CH2:17][CH2:18]3)[C:15]([CH3:54])([CH3:53])[C@@H:14]([O:13][C:11](=[O:12])[CH2:10][C:2]([CH3:55])([CH3:1])[C:3]([OH:5])=[O:4])[CH2:31][CH2:30]4)[CH2:27][CH2:26]2)=[N:45][CH:46]=1.[F:59][C:58]([F:61])([F:60])[C:56]([OH:62])=[O:57] |f:4.5|. Reported procedure: To a solution of 1-tert-butyl 4-((3aS,5aR,5bR,7aR,9S,11aR,11bR,13aS)-1-isopropyl-5a,5b,8,8,11a-pentamethyl-2-oxo-3a-((E)-3-oxo-3-(pyridin-2-ylamino)prop-1-en-1-yl)-3,3a,4,5,5a,5b,6,7,7a,8,9,10,11,11a,11b,12,13,13a-octadecahydro-2H-cyclopenta[a]chrysen-9-yl) 2,2-dimethylsuccinate (300 mg, 0.396 mmol) in dichloromethane (6 mL) was added TFA (3 mL, 0.396 mmol). The reaction mixture was stirred at rt for 2 hr and evaporated in vacuo to afford crude product which was purified by preparative-HPLC (Mob... Starting materials: C[Si](C)(C)[N-][Si](C)(C)C.[Li+] (Lithium bis(trimethylsilyl)amide), C1CCOC1 (THF), ice water, Wittig reagent, COC=1C=C(C=C(C1)OC)C(=O)C1=CC(=C(C=C1)OC)[N+](=O)[O-] ((3,5-dimethoxy-phenyl)-(4-methoxy-3-nitro-phenyl)-methanone), C1CCOC1 (THF). The reagents and catalysts are [Br-].C(C)[P+](C1=CC=CC=C1)(C1=CC=CC=C1)C1=CC=CC=C1 ((ethyl)triphenylphosphonium bromide). Reaction conditions: time 40 minute. The product is COC=1C=C(C=C(C1)OC)C(=CC)C1=CC(=C(C=C1)OC)[N+](=O)[O-] (4-[1-(3,5-dimethoxy-phenyl)-propenyl]-1-methoxy-2-nitro-benzene). Yield: 97.0%. As a reaction SMILES: C[Si]([N-][Si](C)(C)C)(C)C.[Li+].[CH3:11][O:12][C:13]1[CH:14]=[C:15]([C:21]([C:23]2[CH:28]=[CH:27][C:26]([O:29][CH3:30])=[C:25]([N+:31]([O-:33])=[O:32])[CH:24]=2)=O)[CH:16]=[C:17]([O:19][CH3:20])[CH:18]=1.[CH2:34]1COC[CH2:35]1>[Br-].C([P+](C1C=CC=CC=1)(C1C=CC=CC=1)C1C=CC=CC=1)C>[CH3:11][O:12][C:13]1[CH:14]=[C:15]([C:21]([C:23]2[CH:28]=[CH:27][C:26]([O:29][CH3:30])=[C:25]([N+:31]([O-:33])=[O:32])[CH:24]=2)=[CH:34][CH3:35])[CH:16]=[C:17]([O:19][CH3:20])[CH:18]=1 |f:0.1,4.5|. Procedure details: Lithium bis(trimethylsilyl)amide (8.8 mL, 8.8 mmol) was added dropwise to a stirred suspension of (ethyl)triphenylphosphonium bromide (3.28 g, 8.8 mmol) in anhydrous THF (30 mL) at 0° C. After 10 min at cold, the reaction mixture was stirred at room temperature for 40 min. The Wittig reagent was then added dropwise to a stirred solution of (3,5-dimethoxy-phenyl)-(4-methoxy-3-nitro-phenyl)-methanone (1.40 g, 4.4 mmol) in THF (30 mL) at 0° C. The reaction mixture was stirred at room temperature fo... Reactants: ClC=1C(N(C=C(N1)Cl)CC1=CC=C(C=C1)OC)=O (3,5-Dichloro-1-(4-methoxybenzyl)pyrazin-2(1H)-one), COC(C#CC(=O)OC)=O (2-butynedioic acid dimethyl ester). Solvent: C=1(C(=CC=CC1)C)C (xylene). Run at temperature 150 celsius. Product: ClC1=C(C(=CN(C1=O)CC1=CC=C(C=C1)OC)C(=O)OC)C(=O)OC (Dimethyl 5-chloro-1-(4-methoxybenzyl)-6-oxo-1,6-dihydropyridine-3,4-dicarboxylate). Yield: 33.4%. Reaction SMILES: [Cl:1][C:2]1[C:3](=[O:18])[N:4]([CH2:9][C:10]2[CH:15]=[CH:14][C:13]([O:16][CH3:17])=[CH:12][CH:11]=2)[CH:5]=C(Cl)N=1.[CH3:19][O:20][C:21](=[O:28])[C:22]#[C:23][C:24]([O:26][CH3:27])=[O:25]>C1(C)C(C)=CC=CC=1>[Cl:1][C:2]1[C:3](=[O:18])[N:4]([CH2:9][C:10]2[CH:11]=[CH:12][C:13]([O:16][CH3:17])=[CH:14][CH:15]=2)[CH:5]=[C:22]([C:21]([O:20][CH3:19])=[O:28])[C:23]=1[C:24]([O:26][CH3:27])=[O:25]. Procedure details: Compound (8) (2.0 g, 7.01 mmol) and 2-butynedioic acid dimethyl ester (2.99 g, 21.04 mmol) were added to xylene (40 ml). The reaction was heated at about 150° C. for about 16 h. The reaction was cooled to about 25° C. The reaction mixture was filtered through a Büchner funnel to afford the title compound (0.9 g, 2.338 mmol, 33.3% yield). LC-MS (ESI+): m/e 366 (M+H)+, Rt: 1.98 min; 1H-NMR (DMSO-d6, 400 MHz): δ=3.73 (s, 3H), 3.79 (s, 3H), 3.88 (s, 3H), 5.21 (s, 2H), 6.91 (d, 2H, J=6.8 Hz), 7.34 (d... Reactants: O=[N+]([O-])c1cc(Cl)c(Cl)cc1Cl, Nc1ccc(C2CC(O)C2)cc1. Product: O=[N+]([O-])c1cc(Cl)c(Cl)cc1Nc1ccc(C2CC(O)C2)cc1. Reaction SMILES: [Cl:1][c:2]1[c:3]([N+:10](=[O:11])[O-:12])[cH:4][c:5]([Cl:9])[c:6]([Cl:8])[cH:7]1.[NH2:13][c:14]1[cH:15][cH:16][c:17]([CH:20]2[CH2:21][CH:22]([OH:24])[CH2:23]2)[cH:18][cH:19]1>>[c:2]1([NH:13][c:14]2[cH:15][cH:16][c:17]([CH:20]3[CH2:21][CH:22]([OH:24])[CH2:23]3)[cH:18][cH:19]2)[c:3]([N+:10](=[O:11])[O-:12])[cH:4][c:5]([Cl:9])[c:6]([Cl:8])[cH:7]1. Reactants: ClC1=C2C=C(C(=NC2=NC=C1)C)OCC (5-chloro-3-ethoxy-2-methyl-1,8-naphthyridine), COC1=C(N)C=CC=C1 (2-methoxyaniline). Solvent: IMS. The product is Cl.C(C)OC=1C(=NC2=NC=CC(=C2C1)NC1=C(C=CC=C1)OC)C (3-ethoxy-5-(2-methoxyanilino)-2-methyl-1,8-naphthyridine hydrochloride). RXN SMILES: [Cl:1][C:2]1[CH:11]=[CH:10][N:9]=[C:8]2[C:3]=1[CH:4]=[C:5]([O:13][CH2:14][CH3:15])[C:6]([CH3:12])=[N:7]2.[CH3:16][O:17][C:18]1[CH:24]=[CH:23][CH:22]=[CH:21][C:19]=1[NH2:20]>>[ClH:1].[CH2:14]([O:13][C:5]1[C:6]([CH3:12])=[N:7][C:8]2[C:3]([CH:4]=1)=[C:2]([NH:20][C:19]1[CH:21]=[CH:22][CH:23]=[CH:24][C:18]=1[O:17][CH3:16])[CH:11]=[CH:10][N:9]=2)[CH3:15] |f:2.3|. Procedure: In a similar manner to Example 1, a mixture of 5-chloro-3-ethoxy-2-methyl-1,8-naphthyridine (2.0 g) and 2-methoxyaniline (1.05 g) in IMS (30 ml) was boiled under reflux for 6 hours then cooled and filtered to give 3-ethoxy-5-(2-methoxyanilino)-2-methyl-1,8-naphthyridine hydrochloride, m.p. 250°-252° C. (with decomposition). Active (1/1) at 30 mg/kg.